This data is from the Open Reaction Database (ORD), a public repository of structured organic reaction records. The task is: describe an organic reaction: reactants, conditions, products, and yield The reactants are CNC, CS(C)=O, CCCCCCCCCC1SC(c2cccnc2)N(CCCl)C1=O. The product is CCCCCCCCCC1SC(c2cccnc2)N(CCN(C)C)C1=O. As a reaction SMILES: [CH3:1][NH:2][CH3:3].[CH3:28][S:29]([CH3:30])=[O:31].[Cl:4][CH2:5][CH2:6][N:7]1[CH:8]([c:22]2[cH:23][n:24][cH:25][cH:26][cH:27]2)[S:9][CH:10]([CH2:13][CH2:14][CH2:15][CH2:16][CH2:17][CH2:18][CH2:19][CH2:20][CH3:21])[C:11]1=[O:12]>>[CH3:1][N:2]([CH3:3])[CH2:5][CH2:6][N:7]1[CH:8]([c:22]2[cH:23][n:24][cH:25][cH:26][cH:27]2)[S:9][CH:10]([CH2:13][CH2:14][CH2:15][CH2:16][CH2:17][CH2:18][CH2:19][CH2:20][CH3:21])[C:11]1=[O:12]. Starting materials: Brc1ccoc1Br, O=C([O-])[O-], CC(=O)[O-], CC(=O)[O-], COCCOC, [K+], [K+], O, [Pd+2], c1ccc(P(c2ccccc2)c2ccccc2)cc1, OB(O)c1ccncc1. Product: Brc1ccoc1-c1ccncc1. As a reaction SMILES: [Br:1][c:2]1[o:3][cH:4][cH:5][c:6]1[Br:7].[C:17](=[O:18])([O-:19])[O-:20].[C:49]([O-:50])(=[O:51])[CH3:52].[C:54]([O-:55])(=[O:56])[CH3:57].[CH3:42][O:43][CH2:44][CH2:45][O:46][CH3:47].[K+:21].[K+:22].[OH2:48].[Pd+2:53].[c:23]1([P:24]([c:25]2[cH:26][cH:27][cH:28][cH:29][cH:30]2)[c:31]2[cH:32][cH:33][cH:34][cH:35][cH:36]2)[cH:37][cH:38][cH:39][cH:40][cH:41]1.[n:8]1[cH:9][cH:10][c:11]([B:14]([OH:15])[OH:16])[cH:12][cH:13]1>>[c:2]1(-[c:11]2[cH:10][cH:9][n:8][cH:13][cH:12]2)[o:3][cH:4][cH:5][c:6]1[Br:7]. Starting materials: C(CCCCCCCCCCC)NC(C1=CC(=C(C(=C1)C1=CC(=CC=C1)C(F)(F)F)OCCO)C1=CC(=CC=C1)C(F)(F)F)=O (N-dodecyl-3,5-bis(m-trifluoromethylphenyl)-4-(2-hydroxyethoxy)benzamide), C[N+]1(CCOCC1)[O-] (NMO), OS(=O)[O-].[Na+] (NaHSO3), Cl (HCl), C[N+]1(CCOCC1)[O-] (NMO). Reagents/catalysts: CCC[N+](CCC)(CCC)CCC.[O-][Ru](=O)(=O)=O (TPAP), CCC[N+](CCC)(CCC)CCC.[O-][Ru](=O)(=O)=O (TPAP). Solvent: CC#N (CH3CN). Run at time 8 hour. Product: C(C)OC(C1=CC(=C(C(=C1)C1=CC(=CC=C1)C(F)(F)F)OCCO)C1=CC(=CC=C1)C(F)(F)F)=O (3,5-bis-(m-trifluoromethylphenyl)-4-(2-hydroxyethoxy)benzoic acid ethyl ester). Isolated yield 44.6%. RXN SMILES: C(N[C:14](=[O:45])[C:15]1[CH:20]=[C:19]([C:21]2[CH:26]=[CH:25][CH:24]=[C:23]([C:27]([F:30])([F:29])[F:28])[CH:22]=2)[C:18]([O:31][CH2:32][CH2:33][OH:34])=[C:17]([C:35]2[CH:40]=[CH:39][CH:38]=[C:37]([C:41]([F:44])([F:43])[F:42])[CH:36]=2)[CH:16]=1)CCCCCCCCCCC.C[N+]1([O-])CC[O:50][CH2:49][CH2:48]1.OS([O-])=O.[Na+].Cl>CC#N.CCC[N+](CCC)(CCC)CCC.[O-][Ru](=O)(=O)=O>[CH2:49]([O:50][C:14](=[O:45])[C:15]1[CH:16]=[C:17]([C:35]2[CH:40]=[CH:39][CH:38]=[C:37]([C:41]([F:44])([F:42])[F:43])[CH:36]=2)[C:18]([O:31][CH2:32][CH2:33][OH:34])=[C:19]([C:21]2[CH:26]=[CH:25][CH:24]=[C:23]([C:27]([F:28])([F:29])[F:30])[CH:22]=2)[CH:20]=1)[CH3:48] |f:2.3,6.7|. Procedure: To a solution of N-dodecyl-3,5-bis(m-trifluoromethylphenyl)-4-(2-hydroxyethoxy)benzamide (0.254 g, 0.40 mmol) in CH3CN was added NMO (0.145 g, 0.89 mmol) and TPAP (0.014 g, 0.04 mmol). The reaction was stirred at room temperature overnight. Additional NMO (0.045 g, 0.38 mmol) and TPAP (0.013 g, 0.04 mmol) were required as indicated by TLC. After stirring 48 h, 10% NaHSO3 solution was added and the resulting biphasic mixture was stirred vigorously for 30 min. Conc. HCl (2 mL) was added and stirri... The reactants are Compound V, O=C(CCCCC(=O)O)C (6-oxoheptanoic acid), C1(=CC=CC2=CC=CC=C12)OCC(CNC(CCC(=O)O)C)O (4-[3-(1-Naphthyloxy)-2-Hydroxypropylamino]-Pentanoic Acid). Yields the product C(C=C)C1=C(OCC(CNC(CCCCC(=O)O)C)O)C=CC=C1 (6-[3-(2-Allylphenoxy)-2-Hydroxypropylamino]-Heptanoic Acid). Reaction SMILES: O=[C:2]([CH3:10])[CH2:3][CH2:4][CH2:5][CH2:6][C:7]([OH:9])=[O:8].[C:11]1([O:21][CH2:22][CH:23]([OH:33])[CH2:24][NH:25]C(C)CCC(O)=O)[C:20]2[C:15](=C[CH:17]=[CH:18][CH:19]=2)[CH:14]=[CH:13][CH:12]=1>>[CH2:19]([C:20]1[CH:15]=[CH:14][CH:13]=[CH:12][C:11]=1[O:21][CH2:22][CH:23]([OH:33])[CH2:24][NH:25][CH:2]([CH3:10])[CH2:3][CH2:4][CH2:5][CH2:6][C:7]([OH:9])=[O:8])[CH:18]=[CH2:17]. Procedure details: The title compound was synthesized from Compound V (R=2-allylphenyl) and 6-oxoheptanoic acid p-toluide on a 1.5 mmol scale using the general procedure described above for Compound 7.